Dataset: the Open Reaction Database (ORD), a public repository of structured organic reaction records. Task: describe an organic reaction: reactants, conditions, products, and yield Reactants: CO, [H][H], O=[N+]([O-])c1ccc(OCCCN2CCCCC2)cc1, [Pd]. Product: Nc1ccc(OCCCN2CCCCC2)cc1. As a reaction SMILES: [CH3:22][OH:23].[H:20][H:21].[N+:1]([O-:2])(=[O:3])[c:4]1[cH:5][cH:6][c:7]([O:8][CH2:9][CH2:10][CH2:11][N:12]2[CH2:13][CH2:14][CH2:15][CH2:16][CH2:17]2)[cH:18][cH:19]1.[Pd:24]>>[NH2:1][c:4]1[cH:5][cH:6][c:7]([O:8][CH2:9][CH2:10][CH2:11][N:12]2[CH2:13][CH2:14][CH2:15][CH2:16][CH2:17]2)[cH:18][cH:19]1. Starting materials: CI, CCOC(C)=O, [H-], COC(=O)C(C(=O)OC)c1ccc([N+](=O)[O-])cc1, [Na+], C1CCOC1, O. The product is COC(=O)C(C)(C(=O)OC)c1ccc([N+](=O)[O-])cc1. As a reaction SMILES: [CH3:21][I:22].[CH3:29][CH2:30][O:31][C:32](=[O:33])[CH3:34].[H-:19].[N+:1](=[O:2])([O-:3])[c:4]1[cH:5][cH:6][c:7]([CH:10]([C:11](=[O:12])[O:13][CH3:14])[C:15](=[O:16])[O:17][CH3:18])[cH:8][cH:9]1.[Na+:20].[O:24]1[CH2:25][CH2:26][CH2:27][CH2:28]1.[OH2:23]>>[N+:1](=[O:2])([O-:3])[c:4]1[cH:5][cH:6][c:7]([C:10]([C:11](=[O:12])[O:13][CH3:14])([C:15](=[O:16])[O:17][CH3:18])[CH3:21])[cH:8][cH:9]1. The reactants are O (water), ClC1=CC(=C(C=O)C=C1OC(C)C)F (4-chloro-2-fluoro-5-isopropoxybenzaldehyde), Cl (hydrochloric acid), [BH4-].[Na+] (sodium borohydride). Run in O1CCOCC1 (1,4-dioxane), CO (methanol). Reaction conditions: time 40 minute. Yields the product ClC1=CC(=C(CO)C=C1OC(C)C)F (4-chloro-2-fluoro-5-isopropoxybenzyl alcohol). Isolated yield 88.5%. Reaction SMILES: [Cl:1][C:2]1[C:9]([O:10][CH:11]([CH3:13])[CH3:12])=[CH:8][C:5]([CH:6]=[O:7])=[C:4]([F:14])[CH:3]=1.[BH4-].[Na+].Cl.O>O1CCOCC1.CO>[Cl:1][C:2]1[C:9]([O:10][CH:11]([CH3:12])[CH3:13])=[CH:8][C:5]([CH2:6][OH:7])=[C:4]([F:14])[CH:3]=1 |f:1.2|. Procedure: Then, 7.5 g of 4-chloro-2-fluoro-5-isopropoxybenzaldehyde was dissolved in 70 ml of 1,4-dioxane and 5 ml of methanol, to which 0.92 g of sodium borohydride was added at 5° C., and the mixture was stirred for 40 minutes. After completion of the reaction, a small amount of diluted hydrochloric acid was added, and the reaction mixture was poured into water and extracted with ethyl acetate. The organic layer was washed with saturated sodium chloride solution, dried, and concentrated. The residue was... The reactants are FC1=CC=C(C=C1)NC1=NC=C(C(=O)NN)C(=C1)NC(C)C (6-((4-fluorophenyl)amino)-4-(isopropylamino)nicotinohydrazide), CC=1C=CC(=CC1)S(=O)(=O)O (PTSA). Run in C(C)(OC)(OC)OC (trimethyl orthoacetate). The product is FC1=CC=C(C=C1)NC1=NC=C(C(=C1)NC(C)C)C=1OC(=NN1)C (N2-(4-fluorophenyl)-N4-isopropyl-5-(5-methyl-1,3,4-oxadiazol-2-yl)pyridine-2,4-diamine). RXN SMILES: [F:1][C:2]1[CH:7]=[CH:6][C:5]([NH:8][C:9]2[CH:18]=[C:17]([NH:19][CH:20]([CH3:22])[CH3:21])[C:12]([C:13]([NH:15][NH2:16])=[O:14])=[CH:11][N:10]=2)=[CH:4][CH:3]=1.[CH3:23][C:24]1C=CC(S(O)(=O)=O)=CC=1>C(OC)(OC)(OC)C>[F:1][C:2]1[CH:3]=[CH:4][C:5]([NH:8][C:9]2[CH:18]=[C:17]([NH:19][CH:20]([CH3:22])[CH3:21])[C:12]([C:13]3[O:14][C:23]([CH3:24])=[N:16][N:15]=3)=[CH:11][N:10]=2)=[CH:6][CH:7]=1. Reported procedure: A solution of 6-((4-fluorophenyl)amino)-4-(isopropylamino)nicotinohydrazide (91) (100 mg) and PTSA (10 mg) in trimethyl orthoacetate (5 mL) was heated at 100° C., overnight. The reaction mixture was concentrated, diluted with EtOAc. The organic layer was washed with sat. NaHCO3 solution, water and brine solution. The organic layer was collected, dried over Na2SO4, filtered and concentrated. The crude material obtained was purified by prep. HPLC to afford N2-(4-fluorophenyl)-N4-isopropyl-5-(5-met... Reactants: NC1=NC=C(C(=N1)N)CC=1C=C(C(=C(C1)OCC)C1=CC(=C(C=C1)CN1CCOCC1)F)O (4-(2,4-Diamino-pyrimidin-5-ylmethyl)-6-ethoxy-3′-fluoro-4′-morpholin-4-ylmethyl-biphenyl-2-ol), CC(C)(C)[O-].[K+] (Potassium tert-butylate), CN(S(=O)(=O)Cl)C (N,N-dimethylsulphamoyl chloride). The solvent is O1CCCC1 (tetrahydrofuran). Conditions: time 15 minute. The product is NC1=NC=C(C(=N1)N)CC1=CC(=C(C(=C1)OCC)C1=CC(=C(C=C1)CN1CCOCC1)F)OS(N(C)C)(=O)=O (dimethylsulphamic acid 4-(2,4-diamino-pyrimidin-5-ylmethyl)-6-ethoxy-3′-fluoro-4′-morpholin-4-ylmethyl-biphenyl-2-yl ester). The yield is 49.0%. As a reaction SMILES: [NH2:1][C:2]1[N:7]=[C:6]([NH2:8])[C:5]([CH2:9][C:10]2[CH:11]=[C:12]([OH:33])[C:13]([C:19]3[CH:24]=[CH:23][C:22]([CH2:25][N:26]4[CH2:31][CH2:30][O:29][CH2:28][CH2:27]4)=[C:21]([F:32])[CH:20]=3)=[C:14]([O:16][CH2:17][CH3:18])[CH:15]=2)=[CH:4][N:3]=1.CC([O-])(C)C.[K+].[CH3:40][N:41]([CH3:46])[S:42](Cl)(=[O:44])=[O:43]>O1CCCC1>[NH2:1][C:2]1[N:7]=[C:6]([NH2:8])[C:5]([CH2:9][C:10]2[CH:15]=[C:14]([O:16][CH2:17][CH3:18])[C:13]([C:19]3[CH:24]=[CH:23][C:22]([CH2:25][N:26]4[CH2:31][CH2:30][O:29][CH2:28][CH2:27]4)=[C:21]([F:32])[CH:20]=3)=[C:12]([O:33][S:42](=[O:44])(=[O:43])[N:41]([CH3:46])[CH3:40])[CH:11]=2)=[CH:4][N:3]=1 |f:1.2|. Procedure: 4-(2,4-Diamino-pyrimidin-5-ylmethyl)-6-ethoxy-3′-fluoro-4′-morpholin-4-ylmethyl-biphenyl-2-ol (250 mg, 0.55 mmol) are [sic] suspended in 11 ml tetrahydrofuran, 0.5 g powdered molecular sieve are added and the mixture is stirred for 15 minutes at room temperature. Potassium tert-butylate (93 mg; 0.83 mmol) is added and the suspension is stirred again for 1 hour at room temperature. The beige suspension is then cooled to −20° C., and N,N-dimethylsulphamoyl chloride (158 mg; 1.1 mmol) is added. The... The reactants are BrC=C(C)C1=CC=C(C=C1)OC (1-(1-bromoprop-1-en-2-yl)-4-methoxybenzene), ClC=1C=C2C3=C(NC2=CC1)CN(CC3)C (6-chloro-2-methyl-2,3,4,9-tetrahydro-1H-pyrido[3,4-b]indole), N1[C@H](C(=O)O)CCC1 (L-proline), [O-]P(=O)([O-])[O-].[K+].[K+].[K+] (K3PO4). Reagents/catalysts: [Cu]I (CuI). Reaction SMILES: [Cl:1][C:2]1[CH:3]=[C:4]2[C:8](=[CH:9][CH:10]=1)[NH:7][C:6]1[CH2:11][N:12]([CH3:15])[CH2:13][CH2:14][C:5]2=1.N1CCC[C@H]1C(O)=O.[O-]P([O-])([O-])=O.[K+].[K+].[K+].Br[CH:33]=[C:34]([C:36]1[CH:41]=[CH:40][C:39]([O:42][CH3:43])=[CH:38][CH:37]=1)[CH3:35]>CN(C=O)C.[Cu]I>[Cl:1][C:2]1[CH:3]=[C:4]2[C:8](=[CH:9][CH:10]=1)[N:7]([CH:33]=[C:34]([C:36]1[CH:37]=[CH:38][C:39]([O:42][CH3:43])=[CH:40][CH:41]=1)[CH3:35])[C:6]1[CH2:11][N:12]([CH3:15])[CH2:13][CH2:14][C:5]2=1 |f:2.3.4.5|. Isolated yield 50.7%. The solvent is CN(C)C=O (DMF). The product is ClC=1C=C2C3=C(N(C2=CC1)C=C(C)C1=CC=C(C=C1)OC)CN(CC3)C (6-chloro-9-(2-(4-methoxyphenyl)prop-1-enyl)-2-methyl-2,3,4,9-tetrahydro-1H-pyrido[3,4-b]indole). Conditions: time 10 minute. Procedure: 6-chloro-2-methyl-2,3,4,9-tetrahydro-1H-pyrido[3,4-b]indole (80 mg, 0.36 mmol) was dissolved in DMF (6 mL). To this solution was added CuI (7 mg, 0.036 mmol), L-proline (8 mg, 0.073 mmol), K3PO4 (156 mg, 0.734 mmol). The reaction mixture was stirred for 10 min at room temperature followed by addition of 1-(1-bromoprop-1-en-2-yl)-4-methoxybenzene (100 mg, 0.44 mmol). The reaction mixture was heated at 80° C. for 18 h. Solvent was evaporated under reduced pressure, the residue was diluted with bri...